Dataset: the Open Reaction Database (ORD), a public repository of structured organic reaction records. Task: describe an organic reaction: reactants, conditions, products, and yield Reactants: Cc1ccc(S(=O)(=O)OCF)cc1, Cn1ncc(C(=O)N2CCOCC2)c1C(=O)Nc1ccn2nc(-c3cccc(O)c3)nc2c1. The product is Cn1ncc(C(=O)N2CCOCC2)c1C(=O)Nc1ccn2nc(-c3cccc(OCF)c3)nc2c1. RXN SMILES: [F:34][CH2:35][O:36][S:37]([c:38]1[cH:39][cH:40][c:41]([CH3:42])[cH:43][cH:44]1)(=[O:45])=[O:46].[OH:1][c:2]1[cH:3][c:4](-[c:8]2[n:9][n:10]3[c:11]([cH:12][c:13]([NH:16][C:17](=[O:18])[c:19]4[n:20]([CH3:32])[n:21][cH:22][c:23]4[C:24](=[O:25])[N:26]4[CH2:27][CH2:28][O:29][CH2:30][CH2:31]4)[cH:14][cH:15]3)[n:33]2)[cH:5][cH:6][cH:7]1>>[O:1]([c:2]1[cH:3][c:4](-[c:8]2[n:9][n:10]3[c:11]([cH:12][c:13]([NH:16][C:17](=[O:18])[c:19]4[n:20]([CH3:32])[n:21][cH:22][c:23]4[C:24](=[O:25])[N:26]4[CH2:27][CH2:28][O:29][CH2:30][CH2:31]4)[cH:14][cH:15]3)[n:33]2)[cH:5][cH:6][cH:7]1)[CH2:35][F:34]. Starting materials: N1CCOCC1 (Morpholine), ClC1=NC(=C2N=CN(C2=N1)[C@@H]1CN(CC1)C(=O)OC(C)(C)C)Cl (tert-butyl(3S)-3-(2,6-dichloro-9H-purin-9-yl)pyrrolidine-1-carboxylate). Run in C(C)O (ethanol). Run at temperature 80 celsius, time 2 hour. The product is ClC1=NC(=C2N=CN(C2=N1)[C@@H]1CN(CC1)C(=O)OC(C)(C)C)N1CCOCC1 (tert-Butyl(3S)-3-(2-chloro-6-morpholin-4-yl-9H-purin-9-yl)pyrrolidine-1-carboxylate). The yield is 100.0%. As a reaction SMILES: [NH:1]1[CH2:6][CH2:5][O:4][CH2:3][CH2:2]1.[Cl:7][C:8]1[N:16]=[C:15]2[C:11]([N:12]=[CH:13][N:14]2[C@H:17]2[CH2:21][CH2:20][N:19]([C:22]([O:24][C:25]([CH3:28])([CH3:27])[CH3:26])=[O:23])[CH2:18]2)=[C:10](Cl)[N:9]=1>C(O)C>[Cl:7][C:8]1[N:16]=[C:15]2[C:11]([N:12]=[CH:13][N:14]2[C@H:17]2[CH2:21][CH2:20][N:19]([C:22]([O:24][C:25]([CH3:28])([CH3:27])[CH3:26])=[O:23])[CH2:18]2)=[C:10]([N:1]2[CH2:6][CH2:5][O:4][CH2:3][CH2:2]2)[N:9]=1. Procedure details: Morpholine (0.8 ml) and ethanol (10 ml) were added to tert-butyl(3S)-3-(2,6-dichloro-9H-purin-9-yl)pyrrolidine-1-carboxylate (1.55 g, 4.3 mmol) and the resulting mixture was stirred at 80° C. for 2 hours. The reaction mixture was cooled and then the solvent was evaporated under reduced pressure. The residue was partitioned with ethyl acetate and saturated aqueous sodium bicarbonate solution, the organic layer was dried over magnesium sulfate, and the solvent was evaporated under reduced pressure... Reaction SMILES: [CH2:42]([Cl:43])[Cl:44].[CH3:1][O:2][c:3]1[c:4]2[c:24]([cH:25][cH:26][cH:27]1)[O:23][C:7]1=[C:6]([CH2:5]2)[CH2:10][N:9]([CH:11]([C:12](=[O:13])[OH:14])[CH2:15][CH:16]2[CH2:17][CH2:18][CH2:19][CH2:20][CH2:21]2)[C:8]1=[O:22].[Cl:28][C:29]([C:30]([Cl:31])=[O:32])=[O:33].[Cl:34][c:35]1[cH:36][cH:37][c:38]([NH2:41])[n:39][cH:40]1.[OH2:45]>>[CH3:1][O:2][c:3]1[c:4]2[c:24]([cH:25][cH:26][cH:27]1)[O:23][C:7]1=[C:6]([CH2:5]2)[CH2:10][N:9]([CH:11]([C:12](=[O:13])[NH:41][c:38]2[cH:37][cH:36][c:35]([Cl:34])[cH:40][n:39]2)[CH2:15][CH:16]2[CH2:17][CH2:18][CH2:19][CH2:20][CH2:21]2)[C:8]1=[O:22]. Yields the product COc1cccc2c1CC1=C(O2)C(=O)N(C(CC2CCCCC2)C(=O)Nc2ccc(Cl)cn2)C1. Starting materials: ClCCl, COc1cccc2c1CC1=C(O2)C(=O)N(C(CC2CCCCC2)C(=O)O)C1, O=C(Cl)C(=O)Cl, Nc1ccc(Cl)cn1, O.